Dataset: the Open Reaction Database (ORD), a public repository of structured organic reaction records. Task: describe an organic reaction: reactants, conditions, products, and yield Starting materials: CC(=O)Cl, c1ccc(SC2CC2)cc1, ClCCl, Cl. Product: CC(=O)c1ccc(SC2CC2)cc1. As a reaction SMILES: [CH3:1][C:2]([Cl:3])=[O:4].[CH:5]1([S:8][c:9]2[cH:10][cH:11][cH:12][cH:13][cH:14]2)[CH2:6][CH2:7]1.[Cl:16][CH2:17][Cl:18].[ClH:15]>>[CH3:1][C:2](=[O:4])[c:12]1[cH:11][cH:10][c:9]([S:8][CH:5]2[CH2:6][CH2:7]2)[cH:14][cH:13]1. The reactants are CO, ClCCl, [O-][n+]1nc(NCCCO)nc2cc3c(cc21)CCC3. The product is [O-][n+]1nc(NCCCO)[n+]([O-])c2cc3c(cc21)CCC3. Reaction SMILES: [CH3:20][OH:21].[Cl:22][CH2:23][Cl:24].[O-:1][n+:2]1[n:3][c:4]([NH:15][CH2:16][CH2:17][CH2:18][OH:19])[n:5][c:6]2[c:7]1[cH:8][c:9]1[c:13]([cH:14]2)[CH2:12][CH2:11][CH2:10]1>>[O-:1][n+:2]1[n:3][c:4]([NH:15][CH2:16][CH2:17][CH2:18][OH:19])[n+:5]([O-:21])[c:6]2[c:7]1[cH:8][c:9]1[c:13]([cH:14]2)[CH2:12][CH2:11][CH2:10]1. Reactants: N1CCCC2=CC=CC=C12 (1,2,3,4-tetrahydroquinoline), C(C)(=O)N1CC1 (acetylaziridine). The solvent is CO (methanol). Product: C(C)(=O)NCCN1CCCC2=CC=CC=C12 (N-(2-Acetamidoethyl)-1,2,3,4-tetrahydroquinoline). As a reaction SMILES: [NH:1]1[C:10]2[C:5](=[CH:6][CH:7]=[CH:8][CH:9]=2)[CH2:4][CH2:3][CH2:2]1.[C:11]([N:14]1[CH2:16][CH2:15]1)(=[O:13])[CH3:12]>CO>[C:11]([NH:14][CH2:15][CH2:16][N:1]1[C:10]2[C:5](=[CH:6][CH:7]=[CH:8][CH:9]=2)[CH2:4][CH2:3][CH2:2]1)(=[O:13])[CH3:12]. Procedure: 13.3 g. (0.1 mol) 1,2,3,4-tetrahydroquinoline and 9.4 g. (0.11 mol) acetylaziridine were boiled overnight under reflux in 200 ml. anhydrous methanol. After evaporating in a rotary evaporator, the mixture obtained of unreacted starting material and reaction product (13 g.) was purified by column chromatography on silica gel (elution agent: chloroform/acetone=4/1 v/v; m.p. 102° C. Procedure: A mixture of 2.41 g (5 mmol) of a compound II (R1 =CH3 ; R2, R3, R5 =H; R4 =CH3CHCH2CH(CH3)2 ; R6 =F), 270 mg (3 mmol) of oxalic acid and 4.2 ml of propionic acid was stirred at 70° for 2 hours and then worked up as in Example 5. 1.50 g (62.3% yield) of the compound I (R1 =CH3 ; R2, R3, R5 =H ; R4 =CH3CHCH2CH(CH3)2 ; R6 =F) were obtained, melting point 135°-137°. The yield is 62.3%. Reaction conditions: time 2 hour. Reaction SMILES: [C:1]([C:3]([C:14](=[O:30])[N:15]([CH2:26][CH2:27][CH2:28][CH3:29])[C:16]1[CH:21]=[CH:20][CH:19]=[C:18]([C:22]([F:25])([F:24])[F:23])[CH:17]=1)=[CH:4][NH:5][C:6](=[NH:13])[N:7]1[CH2:11][CH2:10][NH:9][C:8]1=[O:12])#[N:2].[C:31](O)(=O)[C:32](O)=O.[C:37](O)(=O)CC>>[CH2:26]([N:15]([C:16]1[CH:21]=[CH:20][CH:19]=[C:18]([C:22]([F:23])([F:24])[F:25])[CH:17]=1)[C:14]([C:3]1[C:1]([NH2:2])=[N:13][C:6]([N:7]2[CH2:11][CH:10]([CH:31]=[CH2:32])[NH:9][C:8]2=[O:12])=[N:5][CH:4]=1)=[O:30])[CH2:27][CH2:28][CH2:29][CH3:37]. Starting materials: C(#N)C(=CNC(N1C(NCC1)=O)=N)C(N(C1=CC(=CC=C1)C(F)(F)F)CCCC)=O (1-cyano-1-[N-butyl-N-(3-trifluoromethylphenyl)carbamoyl]-2-[imino(2-oxo-1-imidazolidinyl)methylamino]ethene), C(C(=O)O)(=O)O (oxalic acid), C(CC)(=O)O (propionic acid). Product: C(CCCC)N(C(=O)C=1C(=NC(=NC1)N1C(NC(C1)C=C)=O)N)C1=CC(=CC=C1)C(F)(F)F (4-amino-2-(4-vinyl-2-oxo-1-imidazolidinyl)pyrimidine-5-carboxylic acid N-pentyl-N-(3-trifluoromethylphenyl)amide). Reactants: Cl (hydrochloric acid), BrCCCN1C(=C(C(C1=O)(C1=CC=CC=C1)C1=CC=CC=C1)C#N)SCC (1-(3-bromopropyl)-2-ethylthio-5-oxo-4,4-diphenyl-2-pyrroline-3-carbonitrile), C(C)N (ethylamine), Cl (hydrochloride). Run in O1CCOCC1 (dioxan). Yields the product Cl.C(C)NCCCN1C(=C(C(C1=O)(C1=CC=CC=C1)C1=CC=CC=C1)C#N)SCC (1-(3-Ethylaminopropyl)-2-ethylthio-5-oxo-4,4-diphenyl-2-pyrroline-3-carbonitrile hydrochloride). Reaction SMILES: Br[CH2:2][CH2:3][CH2:4][N:5]1[C:9](=[O:10])[C:8]([C:17]2[CH:22]=[CH:21][CH:20]=[CH:19][CH:18]=2)([C:11]2[CH:16]=[CH:15][CH:14]=[CH:13][CH:12]=2)[C:7]([C:23]#[N:24])=[C:6]1[S:25][CH2:26][CH3:27].[CH2:28]([NH2:30])[CH3:29].[ClH:31]>O1CCOCC1>[ClH:31].[CH2:28]([NH:30][CH2:2][CH2:3][CH2:4][N:5]1[C:9](=[O:10])[C:8]([C:17]2[CH:22]=[CH:21][CH:20]=[CH:19][CH:18]=2)([C:11]2[CH:16]=[CH:15][CH:14]=[CH:13][CH:12]=2)[C:7]([C:23]#[N:24])=[C:6]1[S:25][CH2:26][CH3:27])[CH3:29] |f:4.5|. Procedure details: 8.8 g 1-(3-bromopropyl)-2-ethylthio-5-oxo-4,4-diphenyl-2-pyrroline-3-carbonitrile and 3.0 g ethylamine are stirred for two days at room temperature in 300 ml dioxan. The solvent is removed on a Rotavapor and the residue partitioned between chloroform and dil. sodium bicarbonate solution. The organic phase is evaporated and the residue chromatographed on silica gel with toluene/ethanol 10+1 as elution agent. The base so obtained is converted in ethanolic solution into the corresponding hydrochlor...